From a dataset of the Open Reaction Database (ORD), a public repository of structured organic reaction records. describe an organic reaction: reactants, conditions, products, and yield The reactants are ClC1=NC=CC=N1 (2-chloropyrimidine), C(C)OCCN1C(=NC=2C1=NC=CC2)CN2CCN(CC2)CCN (4-[[3-(2-ethoxyethyl) -3H-imidazo[4,5-b]pyridin-2-yl]methyl]-1-piperazineethanamine), C(O)([O-])=O.[Na+] (sodium hydrogen carbonate), C(C)O (ethanol). Reaction conditions: time 8 hour. The product is C(C(=O)O)(=O)O.C(C)OCCN1C(=NC=2C1=NC=CC2)CN2CCN(CC2)CCNC2=NC=CC=N2 (N-[2-[-4-[[3-(2-ethoxyethyl)-3H-imidazo[4,5-b]pyridin-2-yl]methyl]-1-piperazinyl]ethyl]-2-pyrimidinamine ethanedioate). Yield: 64.3%. As a reaction SMILES: Cl[C:2]1[N:7]=[CH:6][CH:5]=[CH:4][N:3]=1.[CH2:8]([O:10][CH2:11][CH2:12][N:13]1[C:17]2=[N:18][CH:19]=[CH:20][CH:21]=[C:16]2[N:15]=[C:14]1[CH2:22][N:23]1[CH2:28][CH2:27][N:26]([CH2:29][CH2:30][NH2:31])[CH2:25][CH2:24]1)[CH3:9].[C:32](=[O:35])([O-:34])O.[Na+].C([OH:39])C>>[C:11]([OH:10])(=[O:39])[C:32]([OH:34])=[O:35].[CH2:8]([O:10][CH2:11][CH2:12][N:13]1[C:17]2=[N:18][CH:19]=[CH:20][CH:21]=[C:16]2[N:15]=[C:14]1[CH2:22][N:23]1[CH2:24][CH2:25][N:26]([CH2:29][CH2:30][NH:31][C:2]2[N:7]=[CH:6][CH:5]=[CH:4][N:3]=2)[CH2:27][CH2:28]1)[CH3:9] |f:2.3,5.6|. Procedure details: A mixture of 1.26 parts of 2-chloropyrimidine, 3.6 parts of 4-[[3-(2-ethoxyethyl) -3H-imidazo[4,5-b]pyridin-2-yl]methyl]-1-piperazineethanamine, 1.1 parts of sodium hydrogen carbonate and 64 parts of ethanol was stirred overnight at reflux temperature. The reaction mixture was evaporated and the residue was taken up in water. The product was extracted with dichloromethane. The extract was dried, filtered and evaporated. The residue was purified by column chromatography over silica gel using a mi... The reactants are BrB(Br)Br, CCOC(=O)CC(Cc1ccc(OC)cc1)c1ccc(C(F)(F)F)cc1, ClCCl. Product: CCOC(=O)CC(Cc1ccc(O)cc1)c1ccc(C(F)(F)F)cc1. RXN SMILES: [B:27]([Br:28])([Br:29])[Br:30].[CH3:1][O:2][c:3]1[cH:4][cH:5][c:6]([CH2:9][CH:10]([CH2:11][C:12](=[O:13])[O:14][CH2:15][CH3:16])[c:17]2[cH:18][cH:19][c:20]([C:23]([F:24])([F:25])[F:26])[cH:21][cH:22]2)[cH:7][cH:8]1.[Cl:31][CH2:32][Cl:33]>>[OH:2][c:3]1[cH:4][cH:5][c:6]([CH2:9][CH:10]([CH2:11][C:12](=[O:13])[O:14][CH2:15][CH3:16])[c:17]2[cH:18][cH:19][c:20]([C:23]([F:24])([F:25])[F:26])[cH:21][cH:22]2)[cH:7][cH:8]1. Starting materials: C(C)(=O)OCC (Ethyl acetate), NC1=NC=C(N=C1Br)Br (2-amino-3,5-dibromopyrazine), C(=O)(OC(C)(C)C)N1[C@H](CNCC1)CC1=CC=CC=C1 ((S)-1-Boc-2-benzylpiperazine), C(C)(C)N(CC)C(C)C (diisopropylethylamine). Solvent: O1CCOCC1 (dioxane), FC(F)(F)C1=CC=CC=C1 (trifluoromethylbenzene). Run at temperature 210 celsius. Yields the product NC1=NC=C(N=C1N1C[C@@H](N(CC1)C(=O)OC(C)(C)C)CC1=CC=CC=C1)Br (2-amino-5-bromo-3-[(S)-4-Boc-3-benzylpiperazinyl]pyrazine). Isolated yield 67.8%. Reaction SMILES: [NH2:1][C:2]1[C:7](Br)=[N:6][C:5]([Br:9])=[CH:4][N:3]=1.[C:10]([N:17]1[CH2:22][CH2:21][NH:20][CH2:19][C@@H:18]1[CH2:23][C:24]1[CH:29]=[CH:28][CH:27]=[CH:26][CH:25]=1)([O:12][C:13]([CH3:16])([CH3:15])[CH3:14])=[O:11].C(N(C(C)C)CC)(C)C.C(OCC)(=O)C>O1CCOCC1.FC(C1C=CC=CC=1)(F)F>[NH2:1][C:2]1[C:7]([N:20]2[CH2:21][CH2:22][N:17]([C:10]([O:12][C:13]([CH3:15])([CH3:16])[CH3:14])=[O:11])[C@@H:18]([CH2:23][C:24]3[CH:25]=[CH:26][CH:27]=[CH:28][CH:29]=3)[CH2:19]2)=[N:6][C:5]([Br:9])=[CH:4][N:3]=1. Procedure details: To a solution of 2-amino-3,5-dibromopyrazine 106 (0.2 g, 0.79 mmol.) and (S)-1-Boc-2-benzylpiperazine 107 (0.44 g, 1.59 mmol) in dioxane (2 mL) and trifluoromethylbenzene (2 mL) was added diisopropylethylamine (0.31 g, 2.4 mmol). The reaction mixture was heated in a microwave reactor at 210° C. for 20 minutes. Ethyl acetate (100 mL) was added. The organic layer was washed with water and brine. The organic layer was dried over sodium sulfate. The organic solvent was evaporated under reduced press... The product is C(C)(=O)NCC1=CC(=NC(=N1)SC)SC (6-acetylaminomethyl-2,4-bis(methylthio)pyrimidine). Procedure details: A mixture of 11 g (16.5 mmole) of 6-aminomethyl-2,4-bis(methylthio)pyrimidine and 75 ml of acetic anhydride was stirred at room temperature for 16 hours, then evaporated. The residue was isolated by filtration and washed with a small amount of methanol to provide white solid 6-acetylaminomethyl-2,4-bis(methylthio)pyrimidine. The structural assignment was supported by infrared spectral analysis. Reaction SMILES: [NH2:1][CH2:2][C:3]1[N:8]=[C:7]([S:9][CH3:10])[N:6]=[C:5]([S:11][CH3:12])[CH:4]=1.[C:13](OC(=O)C)(=[O:15])[CH3:14]>>[C:13]([NH:1][CH2:2][C:3]1[N:8]=[C:7]([S:9][CH3:10])[N:6]=[C:5]([S:11][CH3:12])[CH:4]=1)(=[O:15])[CH3:14]. Reaction conditions: time 16 hour. The reactants are NCC1=CC(=NC(=N1)SC)SC (6-aminomethyl-2,4-bis(methylthio)pyrimidine), C(C)(=O)OC(C)=O (acetic anhydride).